Task: describe an organic reaction: reactants, conditions, products, and yield. Dataset: the Open Reaction Database (ORD), a public repository of structured organic reaction records Conditions: temperature 60 celsius. The solvent is CN(C=O)C (dimethylformamide). Isolated yield 58.9%. Reaction SMILES: Br[CH2:2][CH2:3][CH2:4][O:5][C:6]1[C:11]([CH3:12])=[CH:10][C:9]([C:13]2[O:14][C:15]3[N:16]=[C:17]([CH2:26][C:27]4[CH:32]=[CH:31][C:30]([Cl:33])=[CH:29][CH:28]=4)[N:18]=[C:19]([O:22][CH2:23][CH2:24][CH3:25])[C:20]=3[N:21]=2)=[CH:8][C:7]=1[CH3:34].[NH:35]1[CH2:40][CH2:39][O:38][CH2:37][CH2:36]1.C(=O)([O-])[O-].[K+].[K+]>CN(C)C=O>[Cl:33][C:30]1[CH:31]=[CH:32][C:27]([CH2:26][C:17]2[N:18]=[C:19]([O:22][CH2:23][CH2:24][CH3:25])[C:20]3[N:21]=[C:13]([C:9]4[CH:10]=[C:11]([CH3:12])[C:6]([O:5][CH2:4][CH2:3][CH2:2][N:35]5[CH2:40][CH2:39][O:38][CH2:37][CH2:36]5)=[C:7]([CH3:34])[CH:8]=4)[O:14][C:15]=3[N:16]=2)=[CH:28][CH:29]=1 |f:2.3.4|. The reactants are BrCCCOC1=C(C=C(C=C1C)C=1OC=2N=C(N=C(C2N1)OCCC)CC1=CC=C(C=C1)Cl)C (2-[4-(3-bromo-propoxy)-3,5-dimethyl-phenyl]-5-(4-chloro-benzyl)-7-propoxy-oxazolo[5,4-d]pyrimidine), N1CCOCC1 (morpholine), C([O-])([O-])=O.[K+].[K+] (potassium carbonate). Reported procedure: A mixture of 230 mg of 2-[4-(3-bromo-propoxy)-3,5-dimethyl-phenyl]-5-(4-chloro-benzyl)-7-propoxy-oxazolo[5,4-d]pyrimidine, 74 mg of morpholine and 233 mg of potassium carbonate in 5 ml of dimethylformamide was heated to 60° C. for 3 h. After cooling to room temperature, the solids were removed by filtration. The solvent was distilled off in vacuo and the residue was purified by preparative HPLC to yield 137 mg of the title compound in the form of the 5-(4-chloro-benzyl)-2-[3,5-dimethyl-4-(3-morp... Product: ClC1=CC=C(CC=2N=C(C3=C(N2)OC(=N3)C3=CC(=C(C(=C3)C)OCCCN3CCOCC3)C)OCCC)C=C1 (5-(4-Chloro-benzyl)-2-[3,5-dimethyl-4-(3-morpholin-4-yl-propoxy)-phenyl]-7-propoxy-oxazolo[5,4-d]pyrimidine). The reactants are COC(NC=1OC2=C(N1)C(=CC=C2[N+](=O)[O-])OC)=O ((4-methoxy-7-nitro-benzooxazol-2-yl)-carbamic acid methyl ester). Reagents/catalysts: [Pd] (palladium on charcoal). The solvent is CO (methanol), ClCCl (dichloromethane). Run at time 18 hour. Yields the product COC(NC=1OC2=C(N1)C(=CC=C2N)OC)=O ((7-amino-4-methoxy-benzooxazol-2-yl)-carbamic acid methyl ester). Isolated yield 58.6%. Reaction SMILES: [CH3:1][O:2][C:3](=[O:19])[NH:4][C:5]1[O:6][C:7]2[C:13]([N+:14]([O-])=O)=[CH:12][CH:11]=[C:10]([O:17][CH3:18])[C:8]=2[N:9]=1>CO.ClCCl.[Pd]>[CH3:1][O:2][C:3](=[O:19])[NH:4][C:5]1[O:6][C:7]2[C:13]([NH2:14])=[CH:12][CH:11]=[C:10]([O:17][CH3:18])[C:8]=2[N:9]=1. Reported procedure: To a stirred solution of 220 mg (0.82 mmol) (4-methoxy-7-nitro-benzooxazol-2-yl)-carbamic acid methyl ester in 25 ml methanol and 45 ml dichloromethane was added a spatula end of 10% palladium on charcoal and stirring continued for 18 h at room temperature under an atmosphere of hydrogen. The mixture was then filtered and the filtrate concentrated in vacuo. Flash chromatography (2/98 methanol/dichloromethane) afforded 114 mg (58%) (7-amino-4-methoxy-benzooxazol-2-yl)-carbamic acid methyl ester a... Reactants: NC1=NC=2C=CC=CC2C2=C1N=C(N2CCCC(C)=O)COCC (5-(4-amino-2-ethoxymethyl-1H-imidazo[4,5-c]quinolin-1-yl)pentan-2-one), Cl.C(C1=CC=CC=C1)ON (O-benzylhydroxylamine hydrochloride). Product: Cl.C(C1=CC=CC=C1)ON=C(C)CCCN1C(=NC=2C(=NC=3C=CC=CC3C21)N)COCC (5-(4-amino-2-ethoxymethyl-1H-imidazo[4,5-c]quinolin-1-yl)pentan-2-one O-benzyloxime hydrochloride). RXN SMILES: [NH2:1][C:2]1[C:11]2[N:12]=[C:13]([CH2:21][O:22][CH2:23][CH3:24])[N:14]([CH2:15][CH2:16][CH2:17][C:18](=O)[CH3:19])[C:10]=2[C:9]2[CH:8]=[CH:7][CH:6]=[CH:5][C:4]=2[N:3]=1.[ClH:25].[CH2:26]([O:33][NH2:34])[C:27]1[CH:32]=[CH:31][CH:30]=[CH:29][CH:28]=1>>[ClH:25].[CH2:26]([O:33][N:34]=[C:18]([CH2:17][CH2:16][CH2:15][N:14]1[C:10]2[C:9]3[CH:8]=[CH:7][CH:6]=[CH:5][C:4]=3[N:3]=[C:2]([NH2:1])[C:11]=2[N:12]=[C:13]1[CH2:21][O:22][CH2:23][CH3:24])[CH3:19])[C:27]1[CH:32]=[CH:31][CH:30]=[CH:29][CH:28]=1 |f:1.2,3.4|. Procedure: By the general methods described in Example 35, 5-(4-amino-2-ethoxymethyl-1H-imidazo[4,5-c]quinolin-1-yl)pentan-2-one was reacted with O-benzylhydroxylamine hydrochloride to provide 5-(4-amino-2-ethoxymethyl-1H-imidazo[4,5-c]quinolin-1-yl)pentan-2-one O-benzyloxime hydrochloride in about a 16 to 1 mixture of E and Z isomers as a white solid after recrystallization of the hydrochloride salt from a mixture of toluene and methanol, mp 184-186° C. The reactants are CCOC(C)=O, C=Cc1cc2c(C(=O)NC)c(-c3ccc(F)cc3)oc2nc1N(C)S(C)(=O)=O, CO. The product is CCc1cc2c(C(=O)NC)c(-c3ccc(F)cc3)oc2nc1N(C)S(C)(=O)=O. As a reaction SMILES: [C:31]([O:32][CH2:33][CH3:34])(=[O:35])[CH3:36].[CH3:1][NH:2][C:3](=[O:4])[c:5]1[c:6](-[c:22]2[cH:23][cH:24][c:25]([F:28])[cH:26][cH:27]2)[o:7][c:8]2[n:9][c:10]([N:16]([CH3:17])[S:18](=[O:19])(=[O:20])[CH3:21])[c:11]([CH:14]=[CH2:15])[cH:12][c:13]12.[CH3:29][OH:30]>>[CH3:1][NH:2][C:3](=[O:4])[c:5]1[c:6](-[c:22]2[cH:23][cH:24][c:25]([F:28])[cH:26][cH:27]2)[o:7][c:8]2[n:9][c:10]([N:16]([CH3:17])[S:18](=[O:19])(=[O:20])[CH3:21])[c:11]([CH2:14][CH3:15])[cH:12][c:13]12. The reactants are CC1CC(Oc2cccc(N)n2)CCN1C(=O)OC(C)(C)C, C1COCCO1, O=C(Cl)c1ccc(F)cc1Cl. Product: CC1CC(Oc2cccc(NC(=O)c3ccc(F)cc3Cl)n2)CCN1C(=O)OC(C)(C)C. As a reaction SMILES: [C:1]([CH3:2])([CH3:3])([CH3:4])[O:5][C:6](=[O:7])[N:8]1[CH:9]([CH3:22])[CH2:10][CH:11]([O:14][c:15]2[n:16][c:17]([NH2:21])[cH:18][cH:19][cH:20]2)[CH2:12][CH2:13]1.[CH2:34]1[O:35][CH2:36][CH2:37][O:38][CH2:39]1.[Cl:23][c:24]1[c:25]([C:26](=[O:27])[Cl:28])[cH:29][cH:30][c:31]([F:33])[cH:32]1>>[C:1]([CH3:2])([CH3:3])([CH3:4])[O:5][C:6](=[O:7])[N:8]1[CH:9]([CH3:22])[CH2:10][CH:11]([O:14][c:15]2[n:16][c:17]([NH:21][C:26]([c:25]3[c:24]([Cl:23])[cH:32][c:31]([F:33])[cH:30][cH:29]3)=[O:27])[cH:18][cH:19][cH:20]2)[CH2:12][CH2:13]1. The reactants are C(C)(=O)OCC=1CS[C@H]2N(C1C(=O)O)C(C2NC(CC2=CN=C(S2)N)=O)=O (3-acetoxymethyl-7-(2-aminothiazol-5-yl)acetamido-3-cephem-4-carboxylic acid), CN1N=NN=C1[S-].[K+] (potassium 1-methyl-1H-tetrazole-5-thiolate), C([O-])(O)=O.[Na+] (sodium bicarbonate). The solvent is P(=O)([O-])([O-])[O-] (phosphate). Product: CN1N=NN=C1SCC=1CS[C@H]2N(C1C(=O)O)C(C2NC(CC2=CN=C(S2)N)=O)=O (3-(1-methyl-1H-tetrazol-5-yl)thiomethyl-7-(2-aminothiazol-5-yl)acetamido-3-cephem-4-carboxylic acid). Isolated yield 49.4%. As a reaction SMILES: C(O[CH2:5][C:6]1[CH2:7][S:8][C@@H:9]2[CH:16]([NH:17][C:18](=[O:26])[CH2:19][C:20]3[S:24][C:23]([NH2:25])=[N:22][CH:21]=3)[C:15](=[O:27])[N:10]2[C:11]=1[C:12]([OH:14])=[O:13])(=O)C.[CH3:28][N:29]1[C:33]([S-:34])=[N:32][N:31]=[N:30]1.[K+].C(=O)(O)[O-].[Na+]>P([O-])([O-])([O-])=O>[CH3:28][N:29]1[C:33]([S:34][CH2:5][C:6]2[CH2:7][S:8][C@@H:9]3[CH:16]([NH:17][C:18](=[O:26])[CH2:19][C:20]4[S:24][C:23]([NH2:25])=[N:22][CH:21]=4)[C:15](=[O:27])[N:10]3[C:11]=2[C:12]([OH:14])=[O:13])=[N:32][N:31]=[N:30]1 |f:1.2,3.4|. Reported procedure: A solution of 3-acetoxymethyl-7-(2-aminothiazol-5-yl)acetamido-3-cephem-4-carboxylic acid (2 g.) and potassium 1-methyl-1H-tetrazole-5-thiolate (0.7 g.) in pH 6.4 phosphate buffer (50 ml.) was stirred for 4 hours with continuous introduction of nitrogen gas while the reaction mixture was kept to pH 6.4 to 7 with sodium bicarbonate. After the reaction, the reaction mixture was cooled and then filtered. The filtrate was adjusted to pH 2.5 with diluted hydrochloric acid under ice-cooling, and the p... Reactants: NCCS, CC(=O)NCC1CN(c2ccc(N3CCC(=O)CC3)c(F)c2)C(=O)O1, C1CCOC1. Yields the product CC(=O)NCC1CN(c2ccc(N3CCC4(CC3)NCCS4)c(F)c2)C(=O)O1. RXN SMILES: [NH2:26][CH2:27][CH2:28][SH:29].[O:1]=[C:2]1[CH2:3][CH2:4][N:5]([c:8]2[c:9]([F:25])[cH:10][c:11]([N:14]3[C:15](=[O:24])[O:16][CH:17]([CH2:19][NH:20][C:21]([CH3:22])=[O:23])[CH2:18]3)[cH:12][cH:13]2)[CH2:6][CH2:7]1.[O:30]1[CH2:31][CH2:32][CH2:33][CH2:34]1>>[C:2]12([CH2:3][CH2:4][N:5]([c:8]3[c:9]([F:25])[cH:10][c:11]([N:14]4[C:15](=[O:24])[O:16][CH:17]([CH2:19][NH:20][C:21]([CH3:22])=[O:23])[CH2:18]4)[cH:12][cH:13]3)[CH2:6][CH2:7]1)[NH:26][CH2:27][CH2:28][S:29]2.